Dataset: the Open Reaction Database (ORD), a public repository of structured organic reaction records. Task: describe an organic reaction: reactants, conditions, products, and yield Starting materials: CN(C(=O)COc1cncc(Cl)n1)C1CCN(Cc2ccccc2)CC1, CNC, Cl, Cl. The product is CN(C)c1cncc(OCC(=O)N(C)C2CCN(Cc3ccccc3)CC2)n1, Cl. Reaction SMILES: [CH2:2]([c:3]1[cH:4][cH:5][cH:6][cH:7][cH:8]1)[N:9]1[CH2:10][CH2:11][CH:12]([N:15]([C:16]([CH2:17][O:18][c:19]2[n:20][c:21]([Cl:25])[cH:22][n:23][cH:24]2)=[O:26])[CH3:27])[CH2:13][CH2:14]1.[CH3:29][NH:30][CH3:31].[ClH:1].[ClH:28]>>[CH2:2]([c:3]1[cH:4][cH:5][cH:6][cH:7][cH:8]1)[N:9]1[CH2:10][CH2:11][CH:12]([N:15]([C:16]([CH2:17][O:18][c:19]2[n:20][c:21]([N:30]([CH3:29])[CH3:31])[cH:22][n:23][cH:24]2)=[O:26])[CH3:27])[CH2:13][CH2:14]1.[ClH:25]. Starting materials: Cl (hydrochloric acid), NC1=NC(=NC(=N1)C(Cl)(Cl)Cl)C(F)(F)F (2-amino-4-trichloromethyl-6-trifluoromethyl-1,3,5-triazine), C(C)[O-].[Na+] (sodium ethanolate), O (water). Run in C(C)O (ethanol). Reaction conditions: temperature 20 celsius. Yields the product NC1=NC(=NC(=N1)OCC)C(F)(F)F (2-Amino-4-ethoxy-6-trifluoromethyl-1,3,5-triazine). As a reaction SMILES: [NH2:1][C:2]1[N:7]=[C:6](C(Cl)(Cl)Cl)[N:5]=[C:4]([C:12]([F:15])([F:14])[F:13])[N:3]=1.[CH2:16]([O-:18])[CH3:17].[Na+].O.Cl>C(O)C>[NH2:1][C:2]1[N:7]=[C:6]([O:18][CH2:16][CH3:17])[N:5]=[C:4]([C:12]([F:15])([F:14])[F:13])[N:3]=1 |f:1.2|. Reported procedure: 20.0 g (71 mmol) of 2-amino-4-trichloromethyl-6-trifluoromethyl-1,3,5-triazine were added at 22° C. to a solution of 0.48 g (7.1 mmol) of sodium ethanolate in 100 ml of ethanol. The pale yellowish green solution was then refluxed for 30 minutes and, after cooling to 20° C., 20 ml of water were added and the mixture was neutralized with 2 normal hydrochloric acid. After this, most of the solvent was removed at 40° C. under reduced pressure, adding 100 ml of water a little at a time so that the so... The reactants are COC1=CC=C(C=C1)O (4-methoxy phenol), IC1=CC=C(C=C1)C (4-iodotoluene), C([O-])([O-])=O.[Cs+].[Cs+] (cesium carbonate), Cl.CN(CC(=O)O)C (N,N-dimethylglycine HCl). The reagents and catalysts are [Cu](I)I (copper iodide). The solvent is O1CCOCC1 (dioxane). Reaction conditions: temperature 90 celsius. Product: COC1=CC=C(C=C1)OC1=CC=C(C=C1)C (1-methoxy-4-(4-methylphenoxy)benzene). Yield: 75.7%. As a reaction SMILES: [CH3:1][O:2][C:3]1[CH:8]=[CH:7][C:6]([OH:9])=[CH:5][CH:4]=1.I[C:11]1[CH:16]=[CH:15][C:14]([CH3:17])=[CH:13][CH:12]=1.C(=O)([O-])[O-].[Cs+].[Cs+].Cl.CN(C)CC(O)=O>[Cu](I)I.O1CCOCC1>[CH3:1][O:2][C:3]1[CH:8]=[CH:7][C:6]([O:9][C:11]2[CH:16]=[CH:15][C:14]([CH3:17])=[CH:13][CH:12]=2)=[CH:5][CH:4]=1 |f:2.3.4,5.6|. Procedure details: 4-methoxy phenol (18 g, 0.145 mol) was taken into anhydrous dioxane (250 mL). 4-iodotoluene (47.42 g, 0.217 mol), cesium carbonate (94.49 g, 0.29 mol), N,N-dimethylglycine HCl (1.97 g, 0.014 mol), and copper iodide (0.966 g, 0.005 mol) were added to the solution. The reaction was heated to 90° C. for 12 h under nitrogen, with mechanical stirring. The reaction was concentrated to dryness and the residue was partitioned between water and ethyl acetate. The aqueous layer was washed with ethyl aceta...